Task: describe an organic reaction: reactants, conditions, products, and yield. Dataset: the Open Reaction Database (ORD), a public repository of structured organic reaction records Starting materials: C(#N)C1=NC(=CC(=N1)C)OC (2-cyano-4-methyl-6-methoxypyrimidine), Cl (hydrochloric acid). Reagents/catalysts: [Pd] (palladium-on-carbon). The solvent is CO (methanol). The product is NCC1=NC(=CC(=N1)C)OC (2-Aminomethyl-4-methyl-6-methoxypyrimidine). Yield: 39.8%. Reaction SMILES: [C:1]([C:3]1[N:8]=[C:7]([CH3:9])[CH:6]=[C:5]([O:10][CH3:11])[N:4]=1)#[N:2].Cl>[Pd].CO>[NH2:2][CH2:1][C:3]1[N:8]=[C:7]([CH3:9])[CH:6]=[C:5]([O:10][CH3:11])[N:4]=1. Procedure: A mixture of 4.4 g of the product from Example 8, 0.35 g 10% palladium-on-carbon catalyst, and 1.5 ml of concentrated hydrochloric acid in 70 ml methanol was shaken under an atmosphere of hydrogen at 46 p.s.i. on a Parr Hydrogenation Apparatus. After 31/2 hours, the solution was filtered through a pad of Celite and the filtrate was concentrated in vacuo. The resulting solid was taken up in water and the aqueous layer was washed with several small portions of ether. Adjustment to pH 13 followed b... Reaction SMILES: ClC1C=CC(C2OC3C=CC=CC=3C=2)=CC=1.C(Cl)(=O)C1C=CC(OC)=CC=1.[Cl:28][C:29]1[CH:34]=[CH:33][C:32]([C:35]2[O:36][C:37]3[CH:53]=[CH:52][CH:51]=[CH:50][C:38]=3[C:39]=2[C:40](=[O:49])[C:41]2[CH:46]=[CH:45][C:44]([O:47]C)=[CH:43][CH:42]=2)=[CH:31][CH:30]=1.Cl.N1C=CC=CC=1>>[Cl:28][C:29]1[CH:34]=[CH:33][C:32]([C:35]2[O:36][C:37]3[CH:53]=[CH:52][CH:51]=[CH:50][C:38]=3[C:39]=2[C:40](=[O:49])[C:41]2[CH:46]=[CH:45][C:44]([OH:47])=[CH:43][CH:42]=2)=[CH:31][CH:30]=1 |f:3.4|. Procedure details: When 2-(4'-chlorophenyl)benzofuran was acylated with anisoyl chloride was described in the procedure of Example 10 and the resulting 2-(4'-chlorophenyl)-3-(4'-methoxybenzoyl)benzofuran was demethylated with pyridine hydrochloride as previously described, 2-(4'-chlorophenyl)-3-(4'-hydroxybenzoyl)benzofuran was obtained. The product is ClC1=CC=C(C=C1)C=1OC2=C(C1C(C1=CC=C(C=C1)O)=O)C=CC=C2 (2-(4'-chlorophenyl)-3-(4'-hydroxybenzoyl)benzofuran). The reactants are ClC1=CC=C(C=C1)C=1OC2=C(C1)C=CC=C2 (2-(4'-chlorophenyl)benzofuran), Cl.N1=CC=CC=C1 (pyridine hydrochloride), C(C1=CC=C(C=C1)OC)(=O)Cl (anisoyl chloride), ClC1=CC=C(C=C1)C=1OC2=C(C1C(C1=CC=C(C=C1)OC)=O)C=CC=C2 (2-(4'-chlorophenyl)-3-(4'-methoxybenzoyl)benzofuran).